This data is from the Open Reaction Database (ORD), a public repository of structured organic reaction records. The task is: describe an organic reaction: reactants, conditions, products, and yield Reactants: water ice, C[Si](C)(C)C#CC1=C(C=CC=C1)C1(CC1)C(=O)N (1-(2-((trimethylsilyl)ethynyl)phenyl)cyclopropanecarboxamide), solution, CCCC[N+](CCCC)(CCCC)CCCC.[F-] (TBAF), C1CCOC1 (THF), C(C)(=O)O (acetic acid). The solvent is C(Cl)Cl (DCM), O (water). Run at time 2 hour. Yields the product C(#C)C1=C(C=CC=C1)C1(CC1)C(=O)N (1-(2-Ethynylphenyl)cyclopropanecarboxamide). Yield: 99.6%. As a reaction SMILES: C[Si]([C:5]#[C:6][C:7]1[CH:12]=[CH:11][CH:10]=[CH:9][C:8]=1[C:13]1([C:16]([NH2:18])=[O:17])[CH2:15][CH2:14]1)(C)C.C(O)(=O)C.CCCC[N+](CCCC)(CCCC)CCCC.[F-].C1COCC1>C(Cl)Cl.O>[C:6]([C:7]1[CH:12]=[CH:11][CH:10]=[CH:9][C:8]=1[C:13]1([C:16]([NH2:18])=[O:17])[CH2:15][CH2:14]1)#[CH:5] |f:2.3|. Reported procedure: A cooled (5° C. water/ice bath) solution of 1-(2-((trimethylsilyl)ethynyl)phenyl)cyclopropanecarboxamide (I12) (1.09 g, 4.23 mmol) in DCM (20 mL) containing acetic acid (0.315 mL, 5.50 mmol) was slowly treated with a 1 M solution of TBAF in THF (5.08 mL, 5.08 mmol). The resulting mixture was stirred at room temperature for 2 hours then water (30 mL) was added. The aqueous layer was extracted with DCM (2×15 mL), then the combined organic extracts were washed with water, brine, dried (MgSO4), filt... The reactants are COC(=O)c1cnc(Nc2cccc(Cl)c2)c2ccn(C)c12, CO, [Na+], [OH-]. Product: Cn1ccc2c(Nc3cccc(Cl)c3)ncc(C(=O)O)c21. RXN SMILES: [CH3:1][O:2][C:3](=[O:4])[c:5]1[c:6]2[c:7]([c:8]([NH:11][c:12]3[cH:13][c:14]([Cl:18])[cH:15][cH:16][cH:17]3)[n:9][cH:10]1)[cH:19][cH:20][n:21]2[CH3:22].[CH3:25][OH:26].[Na+:24].[OH-:23]>>[O:2]=[C:3]([OH:4])[c:5]1[c:6]2[c:7]([c:8]([NH:11][c:12]3[cH:13][c:14]([Cl:18])[cH:15][cH:16][cH:17]3)[n:9][cH:10]1)[cH:19][cH:20][n:21]2[CH3:22]. Reactants: C1COCCO1, COc1ccc(CN)cc1OC, COC(=O)CCCCCOc1n[nH]c(=O)c(Cl)c1Cl, O. Product: COC(=O)CCCCCOc1n[nH]c(=O)c(Cl)c1NCc1ccc(OC)c(OC)c1. As a reaction SMILES: [CH2:32]1[O:33][CH2:34][CH2:35][O:36][CH2:37]1.[CH3:20][O:21][c:22]1[cH:23][c:24]([CH2:25][NH2:26])[cH:27][cH:28][c:29]1[O:30][CH3:31].[Cl:1][c:2]1[c:3](=[O:19])[nH:4][n:5][c:6]([O:9][CH2:10][CH2:11][CH2:12][CH2:13][CH2:14][C:15](=[O:16])[O:17][CH3:18])[c:7]1[Cl:8].[OH2:38]>>[Cl:1][c:2]1[c:3](=[O:19])[nH:4][n:5][c:6]([O:9][CH2:10][CH2:11][CH2:12][CH2:13][CH2:14][C:15](=[O:16])[O:17][CH3:18])[c:7]1[NH:26][CH2:25][c:24]1[cH:23][c:22]([O:21][CH3:20])[c:29]([O:30][CH3:31])[cH:28][cH:27]1. Reactants: CCOC(=O)Cc1c(C(=O)N2CCN(c3ccc(OCCCN4CCCCC4)cc3)CC2)c2ccccc2n1C, CO, [Na+], [OH-], O. Product: Cn1c(CC(=O)O)c(C(=O)N2CCN(c3ccc(OCCCN4CCCCC4)cc3)CC2)c2ccccc21. RXN SMILES: [CH3:1][n:2]1[c:3]([CH2:35][C:36](=[O:37])[O:38][CH2:39][CH3:40])[c:4]([C:11](=[O:12])[N:13]2[CH2:14][CH2:15][N:16]([c:19]3[cH:20][cH:21][c:22]([O:25][CH2:26][CH2:27][CH2:28][N:29]4[CH2:30][CH2:31][CH2:32][CH2:33][CH2:34]4)[cH:23][cH:24]3)[CH2:17][CH2:18]2)[c:5]2[cH:6][cH:7][cH:8][cH:9][c:10]12.[CH3:43][OH:44].[Na+:42].[OH-:41].[OH2:45]>>[CH3:1][n:2]1[c:3]([CH2:35][C:36](=[O:37])[OH:38])[c:4]([C:11](=[O:12])[N:13]2[CH2:14][CH2:15][N:16]([c:19]3[cH:20][cH:21][c:22]([O:25][CH2:26][CH2:27][CH2:28][N:29]4[CH2:30][CH2:31][CH2:32][CH2:33][CH2:34]4)[cH:23][cH:24]3)[CH2:17][CH2:18]2)[c:5]2[cH:6][cH:7][cH:8][cH:9][c:10]12.